From a dataset of the Open Reaction Database (ORD), a public repository of structured organic reaction records. describe an organic reaction: reactants, conditions, products, and yield Starting materials: CS(C)=O, C[S+](C)C, [H-], [I-], [Na+], O, O=C1CCN(c2cnc3nnn(Cc4ccc5ncccc5c4)c3n2)C1. The product is c1cnc2ccc(Cn3nnc4ncc(N5CCC6(CO6)C5)nc43)cc2c1. As a reaction SMILES: [CH3:35][S:36]([CH3:37])=[O:38].[CH3:4][S+:5]([CH3:6])[CH3:7].[H-:2].[I-:3].[Na+:1].[OH2:34].[n:8]1[cH:9][cH:10][cH:11][c:12]2[cH:13][c:14]([CH2:18][n:19]3[n:20][n:21][c:22]4[c:23]3[n:24][c:25]([N:28]3[CH2:29][C:30](=[O:33])[CH2:31][CH2:32]3)[cH:26][n:27]4)[cH:15][cH:16][c:17]12>>[CH2:4]1[C:30]2([CH2:29][N:28]([c:25]3[n:24][c:23]4[n:19]([CH2:18][c:14]5[cH:13][c:12]6[cH:11][cH:10][cH:9][n:8][c:17]6[cH:16][cH:15]5)[n:20][n:21][c:22]4[n:27][cH:26]3)[CH2:32][CH2:31]2)[O:33]1.